Task: describe an organic reaction: reactants, conditions, products, and yield. Dataset: the Open Reaction Database (ORD), a public repository of structured organic reaction records Reactants: [H-].[Na+] (sodium hydride), ClC1=CC=C(N=N1)C=1C=C(C=CC1)NC(C)=O (N-[3-(6-chloro-3-pyridazinyl)phenyl]acetamide), C(C)I (ethyl iodide). Run in O1CCCC1 (tetrahydrofuran). Reaction conditions: time 0.5 hour. Product: C(C)N(C(C)=O)C1=CC(=CC=C1)C=1N=NC(=CC1)Cl (N-Ethyl-N[3-(6-chloro-3-pyridazinyl)phenyl]acetamide). RXN SMILES: [H-].[Na+].[Cl:3][C:4]1[N:9]=[N:8][C:7]([C:10]2[CH:11]=[C:12]([NH:16][C:17](=[O:19])[CH3:18])[CH:13]=[CH:14][CH:15]=2)=[CH:6][CH:5]=1.[CH2:20](I)[CH3:21]>O1CCCC1>[CH2:20]([N:16]([C:12]1[CH:13]=[CH:14][CH:15]=[C:10]([C:7]2[N:8]=[N:9][C:4]([Cl:3])=[CH:5][CH:6]=2)[CH:11]=1)[C:17](=[O:19])[CH3:18])[CH3:21] |f:0.1|. Reported procedure: To a solution of 4.0 g of sodium hydride (50% dispersion in oil) in 400 ml of anhydrous tetrahydrofuran was added 18.0 g of N-[3-(6-chloro-3-pyridazinyl)phenyl]acetamide. The solution was stirred for 0.5 hrs, then 6.4 ml ethyl iodide was added. After stirring for 18 hours, the reaction mixture was treated as described in Example 63 to give 19.8 g of colorless crystals, mp 116°-119° C. Recrystalization from acetone-hexane gave colorless crystals, mp 120°-121° C. Starting materials: COC (dimethyl ether), C1=C(C=CC=C1O)C (meta-cresol), C1=CC(=CC=C1O)C (para-cresol), C1=CC(=CC=C1O)C (para-cresol), C1=C(C=CC=C1O)C (meta-cresol), CC1=C(C(=CC=C1C)C)O (2,3,6-trimethylphenol). Run in CO (methanol). RXN SMILES: C1C(O)=CC=CC=1C.C1C(O)=CC=C(C)C=1.C[O:18][CH3:19].[CH3:20][C:21]1[C:26](C)=[CH:25][CH:24]=[C:23]([CH3:28])[C:22]=1O>CO>[CH3:24][C:25]1[CH:26]=[C:21]([CH3:20])[CH:22]=[C:23]([CH3:28])[C:19]=1[OH:18]. Procedure details: methylating meta-cresol and para-cresol in the ortho position by reacting the meta-cresol and para-cresol with methanol, dimethyl ether or a mixture thereof at a temperature of 270° to 450° C., at a pressure of atmospheric to 100 bar and in the presence of a catalyst bed without a residence time of 0.01 to 10 seconds, whereby a mixture of 2,3,6-trimethylphenol and 2,4,6-trimethylphenol is produced; Product: CC1=C(C(=CC(=C1)C)C)O (2,4,6-trimethylphenol). Starting materials: ClC=1N=C(C2=C(N1)C=C(S2)CN2[C@H](C(NCC2)=O)C(C)C)N2CCOCC2 ((S)-4-(2-chloro-4-morpholin-4-yl-thieno[3,2-d]pyrimidin-6-ylmethyl)-3-isopropyl-piperazin-2-one), C1OCCN2[C@@H]1CNCC2 ((R)-octahydro-pyrazino[2,1-c][1,4]oxazine). Yields the product ClC=1N=C(C2=C(N1)C=C(S2)CN2C[C@@H]1COCCN1CC2)N2CCOCC2 ((R)-8-(2-Chloro-4-morpholin-4-yl-thieno[3,2-d]pyrimidin-6-ylmethyl)-octahydro-pyrazino[2,1-c][1,4]oxazine), solid. The yield is 62.0%. As a reaction SMILES: [Cl:1][C:2]1[N:3]=[C:4]([N:22]2[CH2:27][CH2:26][O:25][CH2:24][CH2:23]2)[C:5]2[S:10][C:9]([CH2:11][N:12]3[CH2:17][CH2:16][NH:15]C(=O)[C@@H]3C(C)C)=[CH:8][C:6]=2[N:7]=1.[CH2:28]1[C@H:33]2[CH2:34]NCCN2[CH2:31][CH2:30][O:29]1>>[Cl:1][C:2]1[N:3]=[C:4]([N:22]2[CH2:27][CH2:26][O:25][CH2:24][CH2:23]2)[C:5]2[S:10][C:9]([CH2:11][N:12]3[CH2:17][CH2:16][N:15]4[C@@H:33]([CH2:28][O:29][CH2:30][CH2:31]4)[CH2:34]3)=[CH:8][C:6]=2[N:7]=1. Procedure: Prepared according to the method used in the preparation of (S)-4-(2-chloro-4-morpholin-4-yl-thieno[3,2-d]pyrimidin-6-ylmethyl)-3-isopropyl-piperazin-2-one using (R)-octahydro-pyrazino[2,1-c][1,4]oxazine in place of (S)-3-isopropyl-piperazin-2-one. The title compound was obtained as a pale yellow solid (57 mg, 62%). Reactants: C(C1=CC=CC=C1)ON1C(C(=NC2=CC(=C(C=C12)C#N)C(F)(F)F)Cl)=O (1-benzyloxy-3-chloro-7-cyano-6-trifluoromethylquinoxalin-2(1H)-one), O.NN (hydrazine monohydrate), O (water). Solvent: ClCCl (dichloromethane). Conditions: time 1 hour. Yields the product C(C1=CC=CC=C1)ON1C(C(=NC2=CC(=C(C=C12)C#N)C(F)(F)F)NN)=O (1-Benzyloxy-7-cyano-3-hydrazino-6-trifluoromethylquinoxalin-2(1H)-one). The yield is 97.2%. Reaction SMILES: [CH2:1]([O:8][N:9]1[C:18]2[C:13](=[CH:14][C:15]([C:21]([F:24])([F:23])[F:22])=[C:16]([C:19]#[N:20])[CH:17]=2)[N:12]=[C:11](Cl)[C:10]1=[O:26])[C:2]1[CH:7]=[CH:6][CH:5]=[CH:4][CH:3]=1.O.[NH2:28][NH2:29].O>ClCCl>[CH2:1]([O:8][N:9]1[C:18]2[C:13](=[CH:14][C:15]([C:21]([F:24])([F:23])[F:22])=[C:16]([C:19]#[N:20])[CH:17]=2)[N:12]=[C:11]([NH:28][NH2:29])[C:10]1=[O:26])[C:2]1[CH:7]=[CH:6][CH:5]=[CH:4][CH:3]=1 |f:1.2|. Reported procedure: To a solution of 5.2 g (13.7 mmol) of 1-benzyloxy-3-chloro-7-cyano-6-trifluoromethylquinoxalin-2(1H)-one in 150 ml of dichloromethane was added 2.7 ml of hydrazine monohydrate (~55.7 mmol) at 0° C. Stirring was continued at 0° C. for 1 h. The evaporated reaction mixture was stirred with water to give the title compound (5.0 g; 97%). The reactants are CCO, [N-]=[N+]=Nc1ccccc1N1C(=O)c2ccccc2C1=O, NN, O. The product is [N-]=[N+]=Nc1ccccc1N. RXN SMILES: [CH3:24][CH2:25][OH:26].[N:1](=[N+:2]=[N-:3])[c:4]1[c:5]([N:10]2[C:11](=[O:12])[c:13]3[c:14]([cH:15][cH:16][cH:17][cH:18]3)[C:19]2=[O:20])[cH:6][cH:7][cH:8][cH:9]1.[NH2:21][NH2:22].[OH2:23]>>[N:1](=[N+:2]=[N-:3])[c:4]1[c:5]([NH2:10])[cH:6][cH:7][cH:8][cH:9]1. The reactants are COCOCCC1=CC=C(C=C1)Br (4-(2-methoxymethyloxyethyl) bromobenzene), C(C)(C)(C)[Li] (tert-butyllithium), C(C1=CC=CC=C1)OC1=NC(=CC(=C1C=O)C)C (2-benzyloxy-3-formyl-4,6-dimethylpyridine), [Cl-].[NH4+] (ammonium chloride). The solvent is O1CCCC1 (tetrahydrofuran), O1CCCC1 (tetrahydrofuran). Run at time 30 minute. Product: C(C1=CC=CC=C1)OC1=NC(=CC(=C1C(O)C1=CC=C(C=C1)CCOCOC)C)C (2-benzyloxy-4,6-dimethylpyridin-3-yl 4-(2-methoxymethyloxyethyl)phenyl methanol). The yield is 89.4%. RXN SMILES: [CH3:1][O:2][CH2:3][O:4][CH2:5][CH2:6][C:7]1[CH:12]=[CH:11][C:10](Br)=[CH:9][CH:8]=1.C([Li])(C)(C)C.[CH2:19]([O:26][C:27]1[C:32]([CH:33]=[O:34])=[C:31]([CH3:35])[CH:30]=[C:29]([CH3:36])[N:28]=1)[C:20]1[CH:25]=[CH:24][CH:23]=[CH:22][CH:21]=1.[Cl-].[NH4+]>O1CCCC1>[CH2:19]([O:26][C:27]1[C:32]([CH:33]([C:10]2[CH:11]=[CH:12][C:7]([CH2:6][CH2:5][O:4][CH2:3][O:2][CH3:1])=[CH:8][CH:9]=2)[OH:34])=[C:31]([CH3:35])[CH:30]=[C:29]([CH3:36])[N:28]=1)[C:20]1[CH:21]=[CH:22][CH:23]=[CH:24][CH:25]=1 |f:3.4|. Reported procedure: To a solution of 4-(2-methoxymethyloxyethyl) bromobenzene (0.60 g) in tetrahydrofuran (6 mL) was added tert-butyllithium (1.5 mol/L solution in hexane, 2.0 mL) at −78° C. under an argon atmosphere, and the mixture was stirred for 30 minutes. Then, a solution of 2-benzyloxy-3-formyl-4,6-dimethylpyridine (0.49 g) in tetrahydrofuran (5 mL) was added to the reaction mixture, and the mixture was stirred for 3 hours at 0° C. To the reaction mixture was added saturated aqueous ammonium chloride solutio... Starting materials: ClC1=CC=NC2=CC(=CC=C12)OC (4-chloro-7-methoxy-quinoline), C1NCCC2=CC=CC=C12 (1,2,3,4-tetrahydroisoquinoline). The product is Cl.C1N(CCC2=CC=CC=C12)C1=CC=NC2=CC(=CC=C12)OC (4-(3,4-Dihydro-1H-isoquinolin-2-yl)-7-methoxy-quinoline hydrochloride). RXN SMILES: [Cl:1][C:2]1[C:11]2[C:6](=[CH:7][C:8]([O:12][CH3:13])=[CH:9][CH:10]=2)[N:5]=[CH:4][CH:3]=1.[CH2:14]1[C:23]2[C:18](=[CH:19][CH:20]=[CH:21][CH:22]=2)[CH2:17][CH2:16][NH:15]1>>[ClH:1].[CH2:14]1[C:23]2[C:18](=[CH:19][CH:20]=[CH:21][CH:22]=2)[CH2:17][CH2:16][N:15]1[C:2]1[C:11]2[C:6](=[CH:7][C:8]([O:12][CH3:13])=[CH:9][CH:10]=2)[N:5]=[CH:4][CH:3]=1 |f:2.3|. Procedure: The title compound, MS: m/e=291.2 (M+H+), was prepared from 4-chloro-7-methoxy-quinoline and 1,2,3,4-tetrahydroisoquinoline